This data is from the Open Reaction Database (ORD), a public repository of structured organic reaction records. The task is: describe an organic reaction: reactants, conditions, products, and yield The product is C(#N)C=1C(=CC(=NC1)NC(=O)N1[C@H](CCC2=CC(=C(N=C12)C=O)CN1C(CN(CC1)C)=O)C)OC(C)C ((S)-N-(5-cyano-4-isopropoxypyridin-2-yl)-7-formyl-2-methyl-6-((4-methyl-2-oxopiperazin-1-yl)methyl)-3,4-dihydro-1,8-naphthyridine-1(2H)-carboxamide). Reactants: C1(=CC=CC=C1)OC(NC1=NC=C(C(=C1)OC(C)C)C#N)=O (phenyl(5-cyano-4-isopropoxypyridin-2-yl)carbamate), C(#N)C=1C=CC(=NC1)NC(=O)N1C2=C(CCCC1)C=CC(=N2)C(OC)OC (N-(5-cyanopyridin-2-yl)-2-(dimethoxymethyl)-7,8-dihydro-5H-pyrido[2,3-b]azepine-9(6H)-carboxamide), CN(C)C=O (DMF). Procedure: From intermediates 96 and 268, coupled and deprotected in an analogous manner to intermediate 236, but using DMF instead of THF, and Example 201. The title compound was obtained as a light brown solid. RXN SMILES: C1(O[C:8](=[O:22])[NH:9][C:10]2[CH:15]=[C:14]([O:16][CH:17]([CH3:19])[CH3:18])[C:13]([C:20]#[N:21])=[CH:12][N:11]=2)C=CC=CC=1.C(C1C=CC(NC([N:34]2[CH2:40][CH2:39][CH2:38][CH2:37][C:36]3[CH:41]=[CH:42][C:43]([CH:45]([O:48]C)OC)=[N:44][C:35]2=3)=O)=NC=1)#N.[CH3:50][N:51]([CH:53]=[O:54])[CH3:52]>>[C:20]([C:13]1[C:14]([O:16][CH:17]([CH3:18])[CH3:19])=[CH:15][C:10]([NH:9][C:8]([N:34]2[C:35]3[C:36](=[CH:41][C:42]([CH2:50][N:51]4[CH2:52][CH2:52][N:51]([CH3:53])[CH2:50][C:53]4=[O:54])=[C:43]([CH:45]=[O:48])[N:44]=3)[CH2:37][CH2:38][C@@H:40]2[CH3:39])=[O:22])=[N:11][CH:12]=1)#[N:21]. Starting materials: OC(C#CC#CC1=CC(=CC=C1)NC)(C)C (5-hydroxy-5-methyl-1-[3-(N-methylamino)phenyl] hexa-1,3-diyne), [OH-].[K+] (potassium hydroxide). Run in C1=CC=CC=C1 (benzene). Product: CNC=1C=C(C=CC1)C#CC#C (1-[3-(N-methylamino)phenyl]-1,3-butadiyne). Isolated yield 42.9%. Reaction SMILES: OC(C)(C)[C:3]#[C:4][C:5]#[C:6][C:7]1[CH:12]=[CH:11][CH:10]=[C:9]([NH:13][CH3:14])[CH:8]=1.[OH-].[K+]>C1C=CC=CC=1>[CH3:14][NH:13][C:9]1[CH:8]=[C:7]([C:6]#[C:5][C:4]#[CH:3])[CH:12]=[CH:11][CH:10]=1 |f:1.2|. Procedure details: 1600 mg of the thus-obtained diacetylene compound were then dissolved in 300 ml of benzene, and 450 mg of potassium hydroxide were then added to the reaction mixture, followed by reflux under heating for 1 hour. After filtration, the solvent was evaporated, and the residue was then purified by silica-gel column chromatography using benzene as an eluent to obtain 500 mg of 1-[3-(N-methylamino)phenyl]-1,3-butadiyne. The reactants are C(C)N1C(=NC=2C=NC=CC21)C=2C(=NON2)N (4-(1-Ethyl-1H-imidazo[4,5-c]pyridin-2-yl)furazan-3-ylamine). Reagents/catalysts: [Pd] (palladium on carbon). The solvent is C(C)O (ethanol). The product is C(C)NC1=C(C=NC=C1)N (N4-Ethylpyridine-3,4-diamine). Yield: 93.9%. Reaction SMILES: [CH2:1]([N:3]1[C:11]2[CH:10]=[CH:9][N:8]=[CH:7][C:6]=2[N:5]=C1C1C(N)=NON=1)[CH3:2]>C(O)C.[Pd]>[CH2:1]([NH:3][C:11]1[CH:10]=[CH:9][N:8]=[CH:7][C:6]=1[NH2:5])[CH3:2]. Procedure details: The product from Step 1 (8.7 g, 52.0 mmol) in ethanol (150 ml) was hydrogenated for 18 hours in the presence of 10% palladium on carbon. After filtration of the catalyst through Kieselguhr, the filtrate was concentrated in vacuo to afford the title compound (6.7 g, 94%); MS (ES+) m/e 138 [M+H]+. The reactants are 0.01, C(C)OCN1C=NC=2N(C(NC(C12)=O)=O)CC (7-ethoxymethyl-3-ethylxanthine), ClCCCCP(OCC)(=O)OCC (diethyl 4-chlorobutanephosphonate). The product is C(C)OCN1C=NC=2N(C(N(C(C12)=O)CCCCP(OCC)(OCC)=O)=O)CC (Diethyl [4-(7-ethoxymethyl-3-ethylxanthin-1-yl)butyl]phosphonate). Reaction SMILES: [CH2:1]([O:3][CH2:4][N:5]1[C:13]2[C:12](=[O:14])[NH:11][C:10](=[O:15])[N:9]([CH2:16][CH3:17])[C:8]=2[N:7]=[CH:6]1)[CH3:2].Cl[CH2:19][CH2:20][CH2:21][CH2:22][P:23]([O:28][CH2:29][CH3:30])(=[O:27])[O:24][CH2:25][CH3:26]>>[CH2:1]([O:3][CH2:4][N:5]1[C:13]2[C:12](=[O:14])[N:11]([CH2:19][CH2:20][CH2:21][CH2:22][P:23](=[O:27])([O:28][CH2:29][CH3:30])[O:24][CH2:25][CH3:26])[C:10](=[O:15])[N:9]([CH2:16][CH3:17])[C:8]=2[N:7]=[CH:6]1)[CH3:2]. Procedure: The title substance was prepared from 0.01 5 mol of 7-ethoxymethyl-3-ethylxanthine and 0.017 mol of diethyl 4-chlorobutanephosphonate analogously to 53. Starting materials: ClC1=NC=CN=C1C1CCC2(OCCO2)CC1 (2-Chloro-3-(1,4-dioxaspiro[4.5]decan-8-yl)pyrazine), Cl (hydrochloric acid). Solvent: CC(=O)C (acetone). The product is ClC=1C(=NC=CN1)C1CCC(CC1)=O (4-(3-chloropyrazin-2-yl)cyclohexanone). Reaction SMILES: [Cl:1][C:2]1[C:7]([CH:8]2[CH2:17][CH2:16][C:11]3(OCC[O:12]3)[CH2:10][CH2:9]2)=[N:6][CH:5]=[CH:4][N:3]=1.Cl>CC(C)=O>[Cl:1][C:2]1[C:7]([CH:8]2[CH2:9][CH2:10][C:11](=[O:12])[CH2:16][CH2:17]2)=[N:6][CH:5]=[CH:4][N:3]=1. Procedure details: 2-Chloro-3-(1,4-dioxaspiro[4.5]decan-8-yl)pyrazine (0.29 g, 1.14 mmol) was dissolved in acetone (8 mL) and 1M aqueous hydrochloric acid (1.0 mL, 1.0 mmol) was heated to 50° C. for 4 h, then cooled to RT. The acetone was removed under vacuum and the solution was then diluted with EtOAc. This mixture was transferred to a reparatory funnel and washed with sat. aqueous sodium bicarbonate (1×), brine (1×), dried over magnesium sulfate, filtered, and concentrated in vacuo. The resulting oil was purifi... The reactants are FC1(C[C@H](N(C1)C(=O)OC(C)(C)C)C(=O)OC)F ((S)-1-tert-butyl 2-methyl 4,4-difluoropyrrolidine-1,2-dicarboxylate). Solvent: CO (methanol), O1CCCC1 (tetrahydrofurane), aqueous solution, [OH-].[Na+] (sodium hydroxide). Reaction conditions: time 1 hour. The product is C(C)(C)(C)OC(=O)N1[C@@H](CC(C1)(F)F)C(=O)O ((S)-1-(tert-Butoxycarbonyl)-4,4-difluoropyrrolidine-2-carboxylic acid). The yield is 98.5%. As a reaction SMILES: [F:1][C:2]1([F:18])[CH2:6][N:5]([C:7]([O:9][C:10]([CH3:13])([CH3:12])[CH3:11])=[O:8])[C@H:4]([C:14]([O:16]C)=[O:15])[CH2:3]1>CO.O1CCCC1.[OH-].[Na+]>[C:10]([O:9][C:7]([N:5]1[CH2:6][C:2]([F:1])([F:18])[CH2:3][C@H:4]1[C:14]([OH:16])=[O:15])=[O:8])([CH3:13])([CH3:11])[CH3:12] |f:3.4|. Procedure: 1.08 g (4.08 mmol) of (S)-1-tert-butyl 2-methyl 4,4-difluoropyrrolidine-1,2-dicarboxylate (purchased from Aldrich®; cat. no. 702463) were dissolved in a mixture of 10 mL of methanol and 10 mL of tetrahydrofurane and 6.12 mL of a 2M aqueous solution of sodium hydroxide were added. The solution was stirred at room temperature for 1 hour and then the organic solvents were removed. The remaining solution was diluted with water and 6.12 mL of 2M hydrochloric acid were added. The product that precipit... The reactants are CSC1C(NC2=CC=CC(=C12)CO[Si](C)(C)C(C)(C)C)=O (3-methylsulfanyl-4-(t-butyldimethylsilyloxy)methyl-1,3-dihydro-indol-2-one), [Cl-].[NH4+] (ammonium chloride). Reagents/catalysts: [Zn] (zinc). Run in C1CCOC1 (THF). Reaction conditions: time 16 hour. The product is [Si](C)(C)(C(C)(C)C)OCC1=C2CC(NC2=CC=C1)=O (4-(t-butyldimethylsilyloxy)methyl-1,3-dihydro-indol-2-one). The yield is 134.1%. As a reaction SMILES: CS[CH:3]1[C:11]2[C:6](=[CH:7][CH:8]=[CH:9][C:10]=2[CH2:12][O:13][Si:14]([C:17]([CH3:20])([CH3:19])[CH3:18])([CH3:16])[CH3:15])[NH:5][C:4]1=[O:21].[Cl-].[NH4+]>C1COCC1.[Zn]>[Si:14]([O:13][CH2:12][C:10]1[CH:9]=[CH:8][CH:7]=[C:6]2[C:11]=1[CH2:3][C:4](=[O:21])[NH:5]2)([C:17]([CH3:20])([CH3:19])[CH3:18])([CH3:16])[CH3:15] |f:1.2|. Procedure details: A solution of 0.42 g (2.0 mmol) of 6-hydroxymethyl-3-methysulfanyl-1,3-dihydro-indol-2-one in DMF (10 mL) was treated with 0.32 g (2.1 mmol) of t-butyldimethylsilyl chloride and 0.15 g (2.2 mmol) of imidazole and stirred for 16 h. The solution was diluted with 50 mL of hexane and 50 mL of EtOAc, washed with brine, dried over MgSO4 and concentrated to give 0.28 g (43%) of 3-methylsulfanyl-6-(t-butyldimethylsilyloxy)methyl-1,3-dihydro-indol-2-one as a clear oil which crystallised upon storage at r... Starting materials: CSc1cnc(OCCOc2ncnc(N)c2Br)nc1, CC(C)(C)c1ccc(S(=O)(=O)Cl)cc1, [Cl-], [H-], [NH4+], [Na+], C1CCOC1, O, c1ccncc1. Yields the product CSc1cnc(OCCOc2ncnc(NS(=O)(=O)c3ccc(C(C)(C)C)cc3)c2Br)nc1. As a reaction SMILES: [Br:1][c:2]1[c:3]([NH2:20])[n:4][cH:5][n:6][c:7]1[O:8][CH2:9][CH2:10][O:11][c:12]1[n:13][cH:14][c:15]([S:18][CH3:19])[cH:16][n:17]1.[C:23]([CH3:24])([CH3:25])([CH3:26])[c:27]1[cH:28][cH:29][c:30]([S:33](=[O:34])(=[O:35])[Cl:36])[cH:31][cH:32]1.[Cl-:37].[H-:21].[NH4+:38].[Na+:22].[O:39]1[CH2:40][CH2:41][CH2:42][CH2:43]1.[OH2:44].[cH:45]1[cH:46][cH:47][n:48][cH:49][cH:50]1>>[Br:1][c:2]1[c:3]([NH:20][S:33]([c:30]2[cH:29][cH:28][c:27]([C:23]([CH3:24])([CH3:25])[CH3:26])[cH:32][cH:31]2)(=[O:34])=[O:35])[n:4][cH:5][n:6][c:7]1[O:8][CH2:9][CH2:10][O:11][c:12]1[n:13][cH:14][c:15]([S:18][CH3:19])[cH:16][n:17]1.